Dataset: the Open Reaction Database (ORD), a public repository of structured organic reaction records. Task: describe an organic reaction: reactants, conditions, products, and yield Reactants: C1CCOC1, Oc1ccc(F)cc1, CCOC(=O)N=NC(=O)OCC, OCC1CC2CN(c3ncc(F)cn3)CCN2C1, c1ccc(P(c2ccccc2)c2ccccc2)cc1. Yields the product Fc1ccc(OCC2CC3CN(c4ncc(F)cn4)CCN3C2)cc1. As a reaction SMILES: [CH2:58]1[O:59][CH2:60][CH2:61][CH2:62]1.[F:19][c:20]1[cH:21][cH:22][c:23]([OH:26])[cH:24][cH:25]1.[O:46]=[C:47]([O:48][CH2:49][CH3:50])[N:51]=[N:52][C:53]([O:54][CH2:55][CH3:56])=[O:57].[OH:1][CH2:2][CH:3]1[CH2:4][CH:5]2[N:6]([CH2:7][CH2:8][N:9]([c:11]3[n:12][cH:13][c:14]([F:17])[cH:15][n:16]3)[CH2:10]2)[CH2:18]1.[c:27]1([P:28]([c:29]2[cH:30][cH:31][cH:32][cH:33][cH:34]2)[c:35]2[cH:36][cH:37][cH:38][cH:39][cH:40]2)[cH:41][cH:42][cH:43][cH:44][cH:45]1>>[O:1]([CH2:2][CH:3]1[CH2:4][CH:5]2[N:6]([CH2:7][CH2:8][N:9]([c:11]3[n:12][cH:13][c:14]([F:17])[cH:15][n:16]3)[CH2:10]2)[CH2:18]1)[c:23]1[cH:22][cH:21][c:20]([F:19])[cH:25][cH:24]1. Starting materials: C(C)OC(=O)C1C(C1(C)C)C#N (2-cyano-3,3-dimethyl-cyclopropane-carboxylic acid ethyl ester), [OH-].[K+] (potassium hydroxide), Cl (hydrochloric acid), alcohol. The solvent is O (water), C(C)O (ethanol). Run at time 15 hour. Yields the product C(#N)C1C(C1(C)C)C(=O)O (2-cyano-3,3-dimethyl-cyclopropane-carboxylic acid). Isolated yield 76.2%. As a reaction SMILES: C([O:3][C:4]([CH:6]1[C:8]([CH3:10])([CH3:9])[CH:7]1[C:11]#[N:12])=[O:5])C.[OH-].[K+].Cl>O.C(O)C>[C:11]([CH:7]1[C:8]([CH3:10])([CH3:9])[CH:6]1[C:4]([OH:5])=[O:3])#[N:12] |f:1.2|. Reported procedure: A suspension of 33.4 g (0.2 mol) of 2-cyano-3,3-dimethyl-cyclopropane-carboxylic acid ethyl ester and 16.8 g (0.3 mol) of potassium hydroxide in 200 ml of water and 100 ml of ethanol was stirred at 20°-25° C. for 15 hours. The alcohol was then stripped off and the aqueous solution was acidified with dilute hydrochloric acid and extracted twice with 100 ml of ether (or methylene chloride) each time. The combined organic extracts were dried over Na2SO4 and concentrated and the residue was distille... Starting materials: C(C)(C)OC(=O)N=NC(=O)OC(C)C.C1(=CC=CC=C1)C (azodicarboxylic acid diisopropyl ester toluene), C[C@@H]1CC[C@H]([C@@H](C1)O)C(C)C (L-menthol), C1(=CC=CC=C1)P(C1=CC=CC=C1)C1=CC=CC=C1 (triphenylphosphine), [N+](=O)([O-])C1=CC=C(C(=O)O)C=C1 (4-nitrobenzoic acid). Run in O (Water), C1CCOC1 (THF), C1CCOC1 (THF). Conditions: time 15 hour. Yields the product [N+](=O)([O-])C1=CC=C(C(=O)O[C@@]2([C@@H](CC[C@H](C2)C)C(C)C)O)C=C1 ((1S,2S,5R)-1-(4-nitrobenzoyloxy)-2-isopropyl-5-methyl cyclohexanol), C1(CC(C(CC1)C(C)C)O)C (menthol). RXN SMILES: [CH3:1][C@H:2]1[CH2:7][C@@H:6]([OH:8])[C@H:5]([CH:9]([CH3:11])[CH3:10])[CH2:4][CH2:3]1.C1(P(C2C=CC=CC=2)C2C=CC=CC=2)C=CC=CC=1.[N+:31]([C:34]1[CH:42]=[CH:41][C:37]([C:38]([OH:40])=[O:39])=[CH:36][CH:35]=1)([O-:33])=[O:32].C(OC(N=NC(OC(C)C)=O)=O)(C)C.C1(C)C=CC=CC=1>C1COCC1.O>[N+:31]([C:34]1[CH:35]=[CH:36][C:37]([C:38]([O:40][C@@:6]2([OH:8])[CH2:7][C@H:2]([CH3:1])[CH2:3][CH2:4][C@H:5]2[CH:9]([CH3:11])[CH3:10])=[O:39])=[CH:41][CH:42]=1)([O-:33])=[O:32].[CH:2]1([CH3:1])[CH2:3][CH2:4][CH:5]([CH:9]([CH3:10])[CH3:11])[CH:6]([OH:8])[CH2:7]1 |f:3.4|. Procedure details: After L-menthol (300 mg, 1.92 mmol), triphenylphosphine (605 mg, 2.30 mmol), 4-nitrobenzoic acid (387 mg, 2.30 mmol), and THF (12 ml) were added to a 50 ml flask, a 40% azodicarboxylic acid diisopropyl ester-toluene solution (1.21 ml, 2.30 mmol) dissolved in THF (6 ml) was added dropwise thereto at 20° C., and the reaction was allowed to proceed for 15 hours. Water (0.5 mL) was added, and concentration was carried out. Then, water (10 ml) was added to the solution, and extraction was carried out...